This data is from the Open Reaction Database (ORD), a public repository of structured organic reaction records. The task is: describe an organic reaction: reactants, conditions, products, and yield Reactants: C(C1=CC=CC=C1)C(CC(=O)O)S(=O)(=O)C1=CC=C(C=C1)Br (3-benzyl-3-(4-bromophenylsulfonyl)-propionic acid). Run in CN(C=O)C (N,N-dimethylformamide). Conditions: temperature 75 celsius, time 16 hour. Yields the product C(C1=CC=CC=C1)C(CC(=O)O)S(=O)(=O)C1=CC=C(C=C1)SC1=CC=CC=C1 (3-benzyl-3-(4-phenylthiophenylsulfonyl)-propionic acid). Yield: 55.7%. RXN SMILES: [CH2:1]([CH:8]([S:13]([C:16]1[CH:21]=[CH:20][C:19](Br)=[CH:18][CH:17]=1)(=[O:15])=[O:14])[CH2:9][C:10]([OH:12])=[O:11])[C:2]1[CH:7]=[CH:6][CH:5]=[CH:4][CH:3]=1>CN(C)C=O>[CH2:1]([CH:8]([S:13]([C:16]1[CH:21]=[CH:20][C:19]([S:13][C:16]2[CH:21]=[CH:20][CH:19]=[CH:18][CH:17]=2)=[CH:18][CH:17]=1)(=[O:15])=[O:14])[CH2:9][C:10]([OH:12])=[O:11])[C:2]1[CH:7]=[CH:6][CH:5]=[CH:4][CH:3]=1. Reported procedure: Thiophenol (80 mg) was stirred for 45 min with potassium hydride (40 mg) in N,N-dimethylformamide (1 ml) to produce a homogeneous solution of potassium thiophenolate. To this mixture was added 3-benzyl-3-(4-bromophenylsulfonyl)-propionic acid (100 mg) dissolved in N,N-dimethylformamide (1 ml) at room temperature. After stirring for 16 hours at 75° C. the mixture was partitioned between aqueous citric acid and water, giving a product which was purified by preparative TLC to afford 3-benzyl-3-(4-p... Reactants: C(C)(C)(C)N1CCC(=CC1)C(=O)OC (methyl 1-tert-butyl-1,2,3,6-tetrahydropyridine-4-carboxylate), [H-].[Al+3].[Li+].[H-].[H-].[H-] (lithium aluminium hydride), O (water), [OH-].[Na+] (sodium hydroxide), O (water). Run in O1CCCC1 (tetrahydrofuran), O1CCCC1 (tetrahydrofuran). Reaction conditions: temperature 0 celsius, time 1 hour. Product: C(C)(C)(C)N1CCC(=CC1)CO (1-tert-Butyl-1,2,3,6-tetrahydropyridine-4-methanol). Isolated yield 83.8%. As a reaction SMILES: [C:1]([N:5]1[CH2:10][CH:9]=[C:8]([C:11](OC)=[O:12])[CH2:7][CH2:6]1)([CH3:4])([CH3:3])[CH3:2].[H-].[Al+3].[Li+].[H-].[H-].[H-].O.[OH-].[Na+]>O1CCCC1>[C:1]([N:5]1[CH2:6][CH:7]=[C:8]([CH2:11][OH:12])[CH2:9][CH2:10]1)([CH3:4])([CH3:3])[CH3:2] |f:1.2.3.4.5.6,8.9|. Reported procedure: A solution of methyl 1-tert-butyl-1,2,3,6-tetrahydropyridine-4-carboxylate (D57) (855 mg; 4.3 mmol) in dry tetrahydrofuran (10 ml) was added to a stirred suspension of lithium aluminium hydride (223 mg; 58 mmol) in dry tetrahydrofuran (20 ml) at 0° C. over 5 minutes. After stirring at 0° C. for 1 h, water (0.22 ml), 10% sodium hydroxide (0.33 ml) and water (0.55 ml) were added, and stirring continued for 30 minutes. The mixture was filtered through kieselguhr, and the filtrate evaporated under r... Starting materials: FC1(CCC(CC1)CNC(=O)C=1C=2C=CC(=NC2C=CC1Cl)C#CCO)F (6-chloro-2-(3-hydroxy-prop-1-ynyl)-quinoline-5-carboxylic acid (4,4-difluoro-cyclohexylmethyl)-amide), C[SiH](C)C (trimethylsilane). The reagents and catalysts are [Pd] (palladium on carbon). The solvent is CO (methanol). Conditions: time 0.5 hour. Yields the product FC1(CCC(CC1)CNC(=O)C=1C=2C=CC(=NC2C=CC1Cl)CCCO)F (6-Chloro-2-(3-hydroxy-propyl)-quinoline-5-carboxylic acid (4,4-Difluorocyclohexyl methyl)-amide). Yield: 29.0%. As a reaction SMILES: [F:1][C:2]1([F:27])[CH2:7][CH2:6][CH:5]([CH2:8][NH:9][C:10]([C:12]2[C:13]3[CH:14]=[CH:15][C:16]([C:23]#[C:24][CH2:25][OH:26])=[N:17][C:18]=3[CH:19]=[CH:20][C:21]=2[Cl:22])=[O:11])[CH2:4][CH2:3]1.C[SiH](C)C>CO.[Pd]>[F:27][C:2]1([F:1])[CH2:7][CH2:6][CH:5]([CH2:8][NH:9][C:10]([C:12]2[C:13]3[CH:14]=[CH:15][C:16]([CH2:23][CH2:24][CH2:25][OH:26])=[N:17][C:18]=3[CH:19]=[CH:20][C:21]=2[Cl:22])=[O:11])[CH2:4][CH2:3]1. Reported procedure: To a solution of 6-chloro-2-(3-hydroxy-prop-1-ynyl)-quinoline-5-carboxylic acid (4,4-difluoro-cyclohexylmethyl)-amide (0.25 g, 0.62 mmol, 1.00 eq) in methanol (5 mL, 20 V) were added trimethylsilane (0.65 mL, 6.23 mmol, 10 eq) and followed by palladium on carbon (10% w/w) (0.07 g, 0.06 mmol, 0.10 eq) at 0 OC. The reaction mixture was stirred for 0.5 h. After the completion of the reaction as evidenced by TLC, the reaction mixture was concentrated under vacuum. The reaction mixture was diluted wi... Reactants: Cl.COC=1C=C2CCNCC2=CC1OC (6,7-dimethoxy-1,2,3,4-tetrahydroisoquinoline hydrochloride), NC1=NC(=NC(=N1)Cl)Cl (2-amino-4,6-dichloro-1,3,5-triazine), O1CCOCC1 (dioxane), C([O-])([O-])=O.[Na+].[Na+] (sodium carbonate). The solvent is O (water). Reaction conditions: time 1 hour. Yields the product ClC1=NC(=NC(=N1)N1CC2=CC(=C(C=C2CC1)OC)OC)N (2-Chloro-4-(6,7-dimethoxy-1,2,3,4-tetrahydroisoquinolin-2-yl)-6-amino-1,3,5-triazine). RXN SMILES: [NH2:1][C:2]1[N:7]=[C:6]([Cl:8])[N:5]=[C:4](Cl)[N:3]=1.C(=O)([O-])[O-].[Na+].[Na+].O1CCOCC1.Cl.[CH3:23][O:24][C:25]1[CH:26]=[C:27]2[C:32](=[CH:33][C:34]=1[O:35][CH3:36])[CH2:31][NH:30][CH2:29][CH2:28]2>O>[Cl:8][C:6]1[N:5]=[C:4]([N:30]2[CH2:29][CH2:28][C:27]3[C:32](=[CH:33][C:34]([O:35][CH3:36])=[C:25]([O:24][CH3:23])[CH:26]=3)[CH2:31]2)[N:3]=[C:2]([NH2:1])[N:7]=1 |f:1.2.3,5.6|. Procedure: 2-amino-4,6-dichloro-1,3,5-triazine (9.7 g, 58.8 mM) was dispersed in water (50 mL), sodium carbonate solution (2N, 60 mL) and dioxane 15 mL) at 0° C. 6,7-dimethoxy-1,2,3,4-tetrahydroisoquinoline hydrochloride (13.9 g, 58.8 mM) was added and the mixture was stirred vigorously for 1 hr. The product was filtered, rinsed with water, dried and recrystallized from methanol; 14.3 g (75%), mp=196°-197° C. Reactants: ClC1=NC2=CC(=CC=C2N=C1)SC (2-chloro-7-methylsulfanyl-quinoxaline), C(C)(C)(C)OC(NC1CCN(CC1)CCO)=O ([1-(2-hydroxy-ethyl)-piperidin-4-yl]-carbamic acid tert-butyl ester), O=C1CSC2=C(N1)C=C(C=C2)C(=O)O (3-oxo-3,4-dihydro-2H-benzo[1,4]thiazine-6-carboxylic acid). The product is CSC1=CC=C2N=CC(=NC2=C1)OCCN1CCC(CC1)NC(=O)C=1C=CC2=C(NC(CS2)=O)C1 (3-oxo-3,4-dihydro-2H-benzo[1,4]thiazine-6-carboxylic acid {1-[2-(7-methylsulfanyl-quinoxalin-2-yloxy)-ethyl]-piperidin-4-yl}-amide). Reaction SMILES: Cl[C:2]1[CH:11]=[N:10][C:9]2[C:4](=[CH:5][C:6]([S:12][CH3:13])=[CH:7][CH:8]=2)[N:3]=1.C(O[C:19](=[O:30])[NH:20][CH:21]1[CH2:26][CH2:25][N:24]([CH2:27][CH2:28][OH:29])[CH2:23][CH2:22]1)(C)(C)C.[O:31]=[C:32]1[NH:37][C:36]2[CH:38]=[C:39](C(O)=O)[CH:40]=[CH:41][C:35]=2[S:34][CH2:33]1>>[CH3:13][S:12][C:6]1[CH:5]=[C:4]2[C:9]([N:10]=[CH:11][C:2]([O:29][CH2:28][CH2:27][N:24]3[CH2:23][CH2:22][CH:21]([NH:20][C:19]([C:39]4[CH:40]=[CH:41][C:35]5[S:34][CH2:33][C:32](=[O:31])[NH:37][C:36]=5[CH:38]=4)=[O:30])[CH2:26][CH2:25]3)=[N:3]2)=[CH:8][CH:7]=1. Procedure details: The title compound is prepared as a light yellow lyophilizated powder following Scheme 1 and in analogy to Example 1 using 2-chloro-7-methylsulfanyl-quinoxaline, [1-(2-hydroxy-ethyl)-piperidin-4-yl]-carbamic acid tert-butyl ester and 3-oxo-3,4-dihydro-2H-benzo[1,4]thiazine-6-carboxylic acid as starting materials. Reactants: ClC1=NC(=C2N=CN(C2=N1)CC1CCOCC1)N (2-Chloro-9-(tetrahydro-2H-pyran-4-ylmethyl)-9H-purin-6-amine), CC(C)([O-])C.[Na+] (sodium tert-butoxide), CC(CO)C (2-methyl-1-propanol). Run at temperature 105 celsius. The product is CC(COC1=NC(=C2N=CN(C2=N1)CC1CCOCC1)N)C (2-[(2-Methylpropyl)oxy]-9-(tetrahydro-2H-pyran-4-ylmethyl)-9H-Purin-6-amine). Reaction SMILES: Cl[C:2]1[N:10]=[C:9]2[C:5]([N:6]=[CH:7][N:8]2[CH2:11][CH:12]2[CH2:17][CH2:16][O:15][CH2:14][CH2:13]2)=[C:4]([NH2:18])[N:3]=1.CC(C)([O-])C.[Na+].[CH3:25][CH:26]([CH3:29])[CH2:27][OH:28]>>[CH3:25][CH:26]([CH3:29])[CH2:27][O:28][C:2]1[N:10]=[C:9]2[C:5]([N:6]=[CH:7][N:8]2[CH2:11][CH:12]2[CH2:17][CH2:16][O:15][CH2:14][CH2:13]2)=[C:4]([NH2:18])[N:3]=1 |f:1.2|. Reported procedure: 2-Chloro-9-(tetrahydro-2H-pyran-4-ylmethyl)-9H-purin-6-amine (0.20 g) was added to a suspension of 2-methyl-1-propanol (2 mL) and sodium tert-butoxide (0.288 g). The mixture was heated in a microwave for 30 minutes at 105° C. The reaction mixture was washed with water after diluting with ethyl acetate (50 mL). The organic was separated and dried by passing through a hydrophobic frit before volatiles were stripped off under reduced pressure to give a pinkish solid. This material was triturated wi... Reactants: CCC1CNCCc2cc(OC)c(Br)cc21, COc1cc2c(cc1Br)C(C)CN(C)CC2, COc1cc2c(cc1C(F)(F)F)C(C)CNCC2, COc1cc2c(cc1C(F)(F)C(F)(F)F)C(C)CNCC2, COc1cc2c(cc1Cl)C(C)CNCC2, CCC1CNCCc2cc(OC)c(Cl)cc21, CCC1CNCCc2cc(OC)c(I)cc21, O. The product is COc1cc2c(cc1Br)C(C)CNCC2. Reaction SMILES: [Br:32][c:33]1[c:34]([O:35][CH3:36])[cH:37][c:38]2[c:46]([cH:47]1)[CH:43]([CH2:44][CH3:45])[CH2:42][NH:41][CH2:40][CH2:39]2.[CH3:16][N:17]1[CH2:18][CH2:19][c:20]2[c:21]([cH:25][c:26]([Br:31])[c:27]([O:29][CH3:30])[cH:28]2)[CH:22]([CH3:24])[CH2:23]1.[CH3:80][O:81][c:82]1[c:83]([C:84]([F:85])([F:86])[F:87])[cH:88][c:89]2[c:96]([cH:97]1)[CH2:95][CH2:94][NH:93][CH2:92][CH:90]2[CH3:91].[CH3:98][O:99][c:100]1[c:101]([C:102]([F:103])([F:104])[C:105]([F:106])([F:107])[F:108])[cH:109][c:110]2[c:117]([cH:118]1)[CH2:116][CH2:115][NH:114][CH2:113][CH:111]2[CH3:112].[Cl:1][c:2]1[c:3]([O:4][CH3:5])[cH:6][c:7]2[c:14]([cH:15]1)[CH:12]([CH3:13])[CH2:11][NH:10][CH2:9][CH2:8]2.[Cl:48][c:49]1[c:50]([O:51][CH3:52])[cH:53][c:54]2[c:62]([cH:63]1)[CH:59]([CH2:60][CH3:61])[CH2:58][NH:57][CH2:56][CH2:55]2.[I:64][c:65]1[c:66]([O:67][CH3:68])[cH:69][c:70]2[c:78]([cH:79]1)[CH:75]([CH2:76][CH3:77])[CH2:74][NH:73][CH2:72][CH2:71]2.[OH2:119]>>[NH:17]1[CH2:18][CH2:19][c:20]2[c:21]([cH:25][c:26]([Br:31])[c:27]([O:29][CH3:30])[cH:28]2)[CH:22]([CH3:24])[CH2:23]1. Reactants: C(C)C1=CC=C(C=C1)C1=CC(=C(C(=C1)F)B(O)O)F (4′-ethyl-3,5-difluoro-4-biphenylboronic acid), BrC=1SC(=CC1)CC (2-bromo-5-ethylthiophene). Product: FC=1C=C(C=C(C1C=1SC(=CC1)CC)F)C1=CC=C(C=C1)CC (2-(3,5-difluoro-4′-ethylbiphenyl-4-yl)-5-ethylthiophene). As a reaction SMILES: [CH2:1]([C:3]1[CH:8]=[CH:7][C:6]([C:9]2[CH:14]=[C:13]([F:15])[C:12](B(O)O)=[C:11]([F:19])[CH:10]=2)=[CH:5][CH:4]=1)[CH3:2].Br[C:21]1[S:22][C:23]([CH2:26][CH3:27])=[CH:24][CH:25]=1>>[F:19][C:11]1[CH:10]=[C:9]([C:6]2[CH:7]=[CH:8][C:3]([CH2:1][CH3:2])=[CH:4][CH:5]=2)[CH:14]=[C:13]([F:15])[C:12]=1[C:21]1[S:22][C:23]([CH2:26][CH3:27])=[CH:24][CH:25]=1. Procedure: The compound 2-(3,5-difluoro-4′-ethylbiphenyl-4-yl)-5-ethylthiophene (PUS-2-2) is prepared analogously to Example 2 from 4′-ethyl-3,5-difluoro-4-biphenylboronic acid and 2-bromo-5-ethylthiophene.